This data is from the Open Reaction Database (ORD), a public repository of structured organic reaction records. The task is: describe an organic reaction: reactants, conditions, products, and yield Reactants: Cl.NC(=N)N (guanidine hydrochloride), [Na] (sodium), COC(N=CCC(=O)OCCOCC)=O (methyl[(1-ethoxy-2-ethoxycarbonyl)ethylidene]carbamate). The solvent is CO (methanol), CO (methanol). The product is NC=1NC(C=C(N1)NC(=O)OC)=O (methyl 2-amino-1,6-dihydro-6-oxo-4-pyrimidinecarbamate). RXN SMILES: [Na].Cl.[NH2:3][C:4]([NH2:6])=[NH:5].[CH3:7][O:8][C:9](=[O:21])[N:10]=[CH:11][CH2:12][C:13](OCCOCC)=[O:14]>CO>[NH2:5][C:4]1[NH:6][C:13](=[O:14])[CH:12]=[C:11]([NH:10][C:9]([O:8][CH3:7])=[O:21])[N:3]=1 |f:1.2,^1:0|. Reported procedure: 10 g of sodium are dissolved in 200 ml of absolute methanol, whereupon the solution is treated with 30 g of guanidine hydrochloride. While stirring there is added thereto a solution of 50 g of methyl[(1-ethoxy-2-ethoxycarbonyl)ethylidene]carbamate in 150 ml of absolute methanol. The resulting suspension is stirred overnight and thereafter concentrated at 40° in a water-jet vacuum. 600 ml of water are added to the residue and the resulting suspension is adjusted to pH 5 with glacial acetic acid w...